This data is from the Open Reaction Database (ORD), a public repository of structured organic reaction records. The task is: describe an organic reaction: reactants, conditions, products, and yield The reactants are ClCCNC(=O)N(C1[C@H](O)[C@H](O)[C@H](O1)CO)CC1CC1 (1-(2-chloroethyl)-3-cyclopropylmethyl-3-(D-ribofuranosyl)urea), N(=O)[O-].[Na+] (sodium nitrite). Yields the product ClCCN(C(=O)N(C1[C@H](O)[C@H](O)[C@H](O1)CO)CC1CC1)N=O (1-(2-chloroethyl)-1-nitroso-3-cyclopropylmethyl-3-(D-ribofuranosyl)-urea). Isolated yield 47.2%. RXN SMILES: [Cl:1][CH2:2][CH2:3][NH:4][C:5]([N:7]([CH2:17][CH:18]1[CH2:20][CH2:19]1)[CH:8]1[O:14][C@H:13]([CH2:15][OH:16])[C@@H:11]([OH:12])[C@H:9]1[OH:10])=[O:6].[N:21]([O-])=[O:22].[Na+]>>[Cl:1][CH2:2][CH2:3][N:4]([N:21]=[O:22])[C:5]([N:7]([CH2:17][CH:18]1[CH2:20][CH2:19]1)[CH:8]1[O:14][C@H:13]([CH2:15][OH:16])[C@@H:11]([OH:12])[C@H:9]1[OH:10])=[O:6] |f:1.2|. Reported procedure: 3.1 g of 1-(2-chloroethyl)-3-cyclopropylmethyl-3-(D-ribofuranosyl)urea and 1.5 g of sodium nitrite are treated in the same manner as described in Example 41. 1.6 g of 1-(2-chloroethyl)-1-nitroso-3-cyclopropylmethyl-3-(D-ribofuranosyl)-urea are thereby obtained as yellow liquid.